From a dataset of the Open Reaction Database (ORD), a public repository of structured organic reaction records. describe an organic reaction: reactants, conditions, products, and yield The reactants are Cc1nn(C)c(Cl)c1S(=O)(=O)Cl, Nc1ccc(Cl)cc1C(=O)Nc1ccc(S(=O)(=O)N2CCSCC2)cc1, c1ccncc1. Yields the product Cc1nn(C)c(Cl)c1S(=O)(=O)Nc1ccc(Cl)cc1C(=O)Nc1ccc(S(=O)(=O)N2CCSCC2)cc1. RXN SMILES: [Cl:27][c:28]1[c:29]([S:35](=[O:36])(=[O:37])[Cl:38])[c:30]([CH3:34])[n:31][n:32]1[CH3:33].[NH2:1][c:2]1[c:3]([C:4](=[O:5])[NH:6][c:7]2[cH:8][cH:9][c:10]([S:13](=[O:14])(=[O:15])[N:16]3[CH2:17][CH2:18][S:19][CH2:20][CH2:21]3)[cH:11][cH:12]2)[cH:22][c:23]([Cl:26])[cH:24][cH:25]1.[cH:39]1[cH:40][cH:41][n:42][cH:43][cH:44]1>>[NH:1]([c:2]1[c:3]([C:4](=[O:5])[NH:6][c:7]2[cH:8][cH:9][c:10]([S:13](=[O:14])(=[O:15])[N:16]3[CH2:17][CH2:18][S:19][CH2:20][CH2:21]3)[cH:11][cH:12]2)[cH:22][c:23]([Cl:26])[cH:24][cH:25]1)[S:35]([c:29]1[c:28]([Cl:27])[n:32]([CH3:33])[n:31][c:30]1[CH3:34])(=[O:36])=[O:37]. The reactants are ClC=1OC(=C(N1)C1=CC=C(C=C1)Cl)C(CC(=O)O)C (3-[2-chloro-4-(4-chlorophenyl)-5-oxazolyl]butanoic acid), C([O-])([O-])=O.[K+].[K+] (potassium carbonate), N1=CNC2=C1C=CC=C2 (benzimidazole), CN(C=O)C (N,N-dimethylformamide). Run in O (water). Run at temperature 120 celsius, time 4 hour. Yields the product N1(C=NC2=C1C=CC=C2)C=2OC(=C(N2)C2=CC=C(C=C2)Cl)CCCC(=O)O (4-[2-(1H-benzimidazol-1-yl)-4-(4-chlorophenyl)-5-oxazolyl]butanoic acid). Yield: 86.0%. RXN SMILES: Cl[C:2]1[O:3][C:4]([CH:14](C)[CH2:15][C:16](O)=O)=[C:5]([C:7]2[CH:12]=[CH:11][C:10]([Cl:13])=[CH:9][CH:8]=2)[N:6]=1.[C:20](=[O:23])([O-])[O-:21].[K+].[K+].[N:26]1[C:30]2[CH:31]=[CH:32][CH:33]=[CH:34][C:29]=2[NH:28][CH:27]=1.CN(C)C=O>O>[N:26]1([C:2]2[O:3][C:4]([CH2:14][CH2:15][CH2:16][C:20]([OH:21])=[O:23])=[C:5]([C:7]3[CH:8]=[CH:9][C:10]([Cl:13])=[CH:11][CH:12]=3)[N:6]=2)[C:30]2[CH:31]=[CH:32][CH:33]=[CH:34][C:29]=2[N:28]=[CH:27]1 |f:1.2.3|. Reported procedure: A mixture of 3-[2-chloro-4-(4-chlorophenyl)-5-oxazolyl]butanoic acid (2.03 g), potassium carbonate (2.76 g), benzimidazole (1.18 g) and N,N-dimethylformamide (30 mL) was stirred at 120° C. for 4 hrs. The reaction mixture was poured into water, and the precipitated crystals were collected by filtration, washed with water and dried to give 4-[2-(1H-benzimidazol-1-yl)-4-(4-chlorophenyl)-5-oxazolyl]butanoic acid (2.22 g, yield 82%). Recrystallization from tetrahydrofuran-ethanol gave colorless needl... Starting materials: C1CCOC1, CCOC(C)=O, CN(C)Cc1cc2cc([N+](=O)[O-])cnc2n1S(=O)(=O)c1ccccc1, [Na+], [OH-], O. As a reaction SMILES: [CH2:35]1[O:36][CH2:37][CH2:38][CH2:39]1.[CH3:29][CH2:30][O:31][C:32](=[O:33])[CH3:34].[CH3:3][N:4]([CH2:5][c:6]1[cH:7][c:8]2[c:9]([n:10][cH:11][c:12]([N+:14](=[O:15])[O-:16])[cH:13]2)[n:17]1[S:18]([c:19]1[cH:20][cH:21][cH:22][cH:23][cH:24]1)(=[O:25])=[O:26])[CH3:27].[Na+:2].[OH-:1].[OH2:28]>>[CH3:3][N:4]([CH2:5][c:6]1[cH:7][c:8]2[c:9]([n:10][cH:11][c:12]([N+:14](=[O:15])[O-:16])[cH:13]2)[nH:17]1)[CH3:27]. Product: CN(C)Cc1cc2cc([N+](=O)[O-])cnc2[nH]1. The reactants are COC1=NC(=CC(=C1)C(=O)OC(C)(C)C)N1C(CCC1)=O (t-Butyl 2-methoxy-6-(2-oxopyrrolidin-1-yl)pyridine-4-carboxylate), Cl (HCl). Run in O1CCOCC1 (dioxan). Product: COC1=NC(=CC(=C1)C(=O)O)N1C(CCC1)=O (2-Methoxy-6-(2-oxopyrrolidin-1-yl)pyridine-4-carboxylic acid), solid. RXN SMILES: [CH3:1][O:2][C:3]1[CH:8]=[C:7]([C:9]([O:11]C(C)(C)C)=[O:10])[CH:6]=[C:5]([N:16]2[CH2:20][CH2:19][CH2:18][C:17]2=[O:21])[N:4]=1.Cl>O1CCOCC1>[CH3:1][O:2][C:3]1[CH:8]=[C:7]([C:9]([OH:11])=[O:10])[CH:6]=[C:5]([N:16]2[CH2:20][CH2:19][CH2:18][C:17]2=[O:21])[N:4]=1. Procedure: t-Butyl 2-methoxy-6-(2-oxopyrrolidin-1-yl)pyridine-4-carboxylate (D57) (0.27 g) was stirred overnight in a dioxan solution of HCl (4M; 10 mL). The solution was evaporated to dryness and dissolved in sat. aq. sodium bicarbonate. The basic aqueous solution was washed twice with ether and was then acidified to pH4 with citric acid solution (10% aq.), saturated with NaCl and extracted three times with ethyl acetate. The combined extracts were washed with brine, dried and evaporated to a solid which ...